Dataset: the Open Reaction Database (ORD), a public repository of structured organic reaction records. Task: describe an organic reaction: reactants, conditions, products, and yield Reactants: B(Br)(Br)Br (boron tribromide), COC=1C=C2C(=CN(C2=CC1)S(=O)(=O)C1=CC=CC=C1)CCNC(C)=O (N-{2-[5-Methoxy-1-(phenylsulphonyl)-1H-indol-3-yl]ethyl}acetamide), O (water). The solvent is ClCCl (dichloromethane). Run at time 2 hour. Yields the product OC=1C=C2C(=CN(C2=CC1)S(=O)(=O)C1=CC=CC=C1)CCNC(C)=O (N-{2-[5-Hydroxy-1-(phenylsulphonyl)-1H-indol-3-yl]ethyl}acetamide). RXN SMILES: C[O:2][C:3]1[CH:4]=[C:5]2[C:9](=[CH:10][CH:11]=1)[N:8]([S:12]([C:15]1[CH:20]=[CH:19][CH:18]=[CH:17][CH:16]=1)(=[O:14])=[O:13])[CH:7]=[C:6]2[CH2:21][CH2:22][NH:23][C:24](=[O:26])[CH3:25].B(Br)(Br)Br.O>ClCCl>[OH:2][C:3]1[CH:4]=[C:5]2[C:9](=[CH:10][CH:11]=1)[N:8]([S:12]([C:15]1[CH:20]=[CH:19][CH:18]=[CH:17][CH:16]=1)(=[O:14])=[O:13])[CH:7]=[C:6]2[CH2:21][CH2:22][NH:23][C:24](=[O:26])[CH3:25]. Procedure details: 5 g of the compound obtained in Step A are dissolved in 100 ml of dichloromethane. The reaction mixture is then cooled in an ice-bath, and 3.81 ml of boron tribromide are added dropwise. After stirring at room temperature for two hours, the reaction mixture is poured into 500 ml of water and ice. The precipitate that forms is filtered off, washed with water and oven-dried at 50° C. Reactants: BrCc1cccc(Br)n1, Cc1ccc(C(=O)c2c[nH]c3cc(F)ccc3c2=O)cc1C, C[Si](C)(C)[N-][Si](C)(C)C, [K+], C1CCOC1. Yields the product Cc1ccc(C(=O)c2cn(Cc3cccc(Br)n3)c3cc(F)ccc3c2=O)cc1C. RXN SMILES: [Br:33][c:34]1[n:35][c:36]([CH2:40][Br:41])[cH:37][cH:38][cH:39]1.[CH3:1][c:2]1[cH:3][c:4]([C:5](=[O:6])[c:7]2[cH:8][nH:9][c:10]3[cH:11][c:12]([F:18])[cH:13][cH:14][c:15]3[c:16]2=[O:17])[cH:19][cH:20][c:21]1[CH3:22].[CH3:23][Si:24]([CH3:25])([CH3:26])[N-:27][Si:28]([CH3:29])([CH3:30])[CH3:31].[K+:32].[O:42]1[CH2:43][CH2:44][CH2:45][CH2:46]1>>[CH3:1][c:2]1[cH:3][c:4]([C:5](=[O:6])[c:7]2[cH:8][n:9]([CH2:40][c:36]3[n:35][c:34]([Br:33])[cH:39][cH:38][cH:37]3)[c:10]3[cH:11][c:12]([F:18])[cH:13][cH:14][c:15]3[c:16]2=[O:17])[cH:19][cH:20][c:21]1[CH3:22].